From a dataset of the Open Reaction Database (ORD), a public repository of structured organic reaction records. describe an organic reaction: reactants, conditions, products, and yield Reactants: C(C1=CC=CC=C1)OC1=CC=C(C=C1)C(CCC(C)=O)=O (1-(4-benzyloxyphenyl)pentane-1,4-dione), C(CCCC)C1CCC(CC1)CCN (2-(4-pentylcyclohexyl)ethylamine), O.C1(=CC=C(C=C1)S(=O)(=O)O)C (p-toluenesulfonic acid monohydrate), C1(=CC=CC=C1)C (toluene). Product: C(C1=CC=CC=C1)OC1=CC=C(C=C1)C=1N(C(=CC1)C)CC1CCC(CC1)CCCCC (2-(4-Benzyloxyphenyl)-5-methyl-1-(4-pentylcyclohexylmethyl)-1H-pyrrole). The yield is 25.3%. RXN SMILES: [CH2:1]([O:8][C:9]1[CH:14]=[CH:13][C:12]([C:15](=O)[CH2:16][CH2:17][C:18](=O)[CH3:19])=[CH:11][CH:10]=1)[C:2]1[CH:7]=[CH:6][CH:5]=[CH:4][CH:3]=1.C(C1CCC(CC[NH2:35])CC1)CCCC.O.[C:37]1([CH3:47])[CH:42]=[CH:41][C:40](S(O)(=O)=O)=[CH:39][CH:38]=1.[C:48]1(C)C=[CH:52][CH:51]=[CH:50][CH:49]=1>>[CH2:1]([O:8][C:9]1[CH:14]=[CH:13][C:12]([C:15]2[N:35]([CH2:47][CH:37]3[CH2:42][CH2:41][CH:40]([CH2:48][CH2:49][CH2:50][CH2:51][CH3:52])[CH2:39][CH2:38]3)[C:18]([CH3:19])=[CH:17][CH:16]=2)=[CH:11][CH:10]=1)[C:2]1[CH:7]=[CH:6][CH:5]=[CH:4][CH:3]=1 |f:2.3|. Reported procedure: A solution of 1-(4-benzyloxyphenyl)pentane-1,4-dione (2.00 g, 7.08 mmol), 2-(4-pentylcyclohexyl)ethylamine (1.30 g, 7.08 mmol) and p-toluenesulfonic acid monohydrate (101 mg, 0.523 mmol) in toluene (100 ml) was refluxed for 12 hours under heating using Dean-Stark's apparatus, and the solvent was removed under reduced pressure. The residue was purified by silica gel column chromatography (hexane:ethyl acetate=30:1) to give the object compound as an oily substance. 770 mg (yield: 25.3%) Reactants: Cl.Cl.NCCSC1=CC=CC=2N1C=CN2 (5-[2-(amino)ethylthio]imidazo[1,2-a]pyridine.dihydrochloride). Solvent: C(Cl)(Cl)Cl (chloroform). Product: NCCSC1=CC=CC=2N1C=CN2 (5-[2-(amino)ethylthio]imidazo[1,2-a]pyridine). Yield: 99.7%. As a reaction SMILES: Cl.Cl.[NH2:3][CH2:4][CH2:5][S:6][C:7]1[N:12]2[CH:13]=[CH:14][N:15]=[C:11]2[CH:10]=[CH:9][CH:8]=1>C(Cl)(Cl)Cl>[NH2:3][CH2:4][CH2:5][S:6][C:7]1[N:12]2[CH:13]=[CH:14][N:15]=[C:11]2[CH:10]=[CH:9][CH:8]=1 |f:0.1.2|. Procedure details: After a suspension of 5-[2-(amino)ethylthio]imidazo[1,2-a]pyridine.dihydrochloride (13.31 g, 50 mmoles) in chloroform (200 ml) was washed with 3N-sodium hydroxide (50 ml), the aqueous layer was extracted with chloroform, combined the chloroform layer was dried over anhydrous magnesium sulfate. After the solvent was distilled off to obtain 9.63 g of the desired product (99.7%, pale yellow oily product). The reactants are COc1cc(OC)c2c(Cl)nc(Nc3cc(C)[nH]n3)cc2c1, Oc1ccc(F)cc1. Yields the product COc1cc(OC)c2c(Oc3ccc(F)cc3)nc(Nc3cc(C)[nH]n3)cc2c1. Reaction SMILES: [Cl:9][c:10]1[n:11][c:12]([NH:24][c:25]2[n:26][nH:27][c:28]([CH3:30])[cH:29]2)[cH:13][c:14]2[cH:15][c:16]([O:22][CH3:23])[cH:17][c:18]([O:20][CH3:21])[c:19]12.[F:1][c:2]1[cH:3][cH:4][c:5]([OH:8])[cH:6][cH:7]1>>[F:1][c:2]1[cH:3][cH:4][c:5]([O:8][c:10]2[n:11][c:12]([NH:24][c:25]3[n:26][nH:27][c:28]([CH3:30])[cH:29]3)[cH:13][c:14]3[cH:15][c:16]([O:22][CH3:23])[cH:17][c:18]([O:20][CH3:21])[c:19]23)[cH:6][cH:7]1. The product is ClC(C1=NC(=NC(=N1)C(Cl)(Cl)Cl)C1=CC=C(C=C1)SCC(=O)OCCOCC)(Cl)Cl (2-ethoxyethyl 2-{4-[2,4-bis(trichloromethyl)-s-triazine-6-yl]phenylthio}acetate). As a reaction SMILES: [C:1]([C:3]1[CH:8]=[CH:7][C:6]([S:9][CH2:10][C:11]([O:13][CH2:14][CH2:15][O:16][CH2:17][CH3:18])=[O:12])=[CH:5][CH:4]=1)#[N:2].[Al](Br)(Br)Br.[Cl:23][C:24]([Cl:28])([Cl:27])[C:25]#[N:26]>>[Cl:23][C:24]([Cl:28])([Cl:27])[C:25]1[N:26]=[C:25]([C:24]([Cl:28])([Cl:27])[Cl:23])[N:26]=[C:1]([C:3]2[CH:4]=[CH:5][C:6]([S:9][CH2:10][C:11]([O:13][CH2:14][CH2:15][O:16][CH2:17][CH3:18])=[O:12])=[CH:7][CH:8]=2)[N:2]=1. Reactants: C(#N)C1=CC=C(C=C1)SCC(=O)OCCOCC (2-ethoxyethyl 2-(4-cyanophenylthio)acetate), [Al](Br)(Br)Br (AlBr3), ClC(C#N)(Cl)Cl (trichloroacetonitrile). Yield: 86.0%. Procedure: A mixed solution containing 10 g of 2-ethoxyethyl 2-(4-cyanophenylthio)acetate (37.7 mmol), 0.8 g of AlBr3 and 50 g of trichloroacetonitrile was bubbled with dry HCl at room temperature. The process of reaction was checked by TLC. The reaction product was formed gradually with the lapse of time while precipitation was formed. After 24 hours, the reaction mixture was quenched and extracted with 500 mL of chloroform. The resultant product was washed with deionized water and dried over anhydrous ma... Conditions: time 24 hour. The reactants are CC1=CC=C(C=C1)S(=O)(=O)N1CCC2(CC1)C=CC1=CC=CC=C12 (1'-((4-Methylphenyl)sulfonyl)spiro(1H-indene-1,4'-piperidine)). Reagents/catalysts: [Pd] (Palladium on carbon). The solvent is C(C)O (ethanol). Conditions: time 3 hour. The product is CC1=CC=C(C=C1)S(=O)(=O)N1CCC2(CC1)CCC1=CC=CC=C12 (2,3-Dihydro-1'-((4-methylphenyl)sulfonyl)spiro-(1H-indene-1,4'-piperidine)). Reaction SMILES: [CH3:1][C:2]1[CH:7]=[CH:6][C:5]([S:8]([N:11]2[CH2:16][CH2:15][C:14]3([C:24]4[C:19](=[CH:20][CH:21]=[CH:22][CH:23]=4)[CH:18]=[CH:17]3)[CH2:13][CH2:12]2)(=[O:10])=[O:9])=[CH:4][CH:3]=1>C(O)C.[Pd]>[CH3:1][C:2]1[CH:7]=[CH:6][C:5]([S:8]([N:11]2[CH2:12][CH2:13][C:14]3([C:24]4[C:19](=[CH:20][CH:21]=[CH:22][CH:23]=4)[CH2:18][CH2:17]3)[CH2:15][CH2:16]2)(=[O:9])=[O:10])=[CH:4][CH:3]=1. Procedure details: 1'-((4-Methylphenyl)sulfonyl)spiro(1H-indene-1,4'-piperidine) (57.7 mg, 0.17 mmol), prepared as in example 2, was dissolved in absolute ethanol (4 ml), treated with 10% Palladium on carbon (14.2 mg), and hydrogenated at 40 psi, ambient temperature, for 3 hr. The mixture was filtered through Solka floc and the filtrate was evaporated to dryness in vacuo. The residue was crystallized from ether to provide the title compound: (m.p. 140°-142°). Reaction SMILES: CS[C:3]1[N:4]=[C:5]([CH2:12][C:13]2[CH:17]=[CH:16][S:15][CH:14]=2)[NH:6][C:7](=[O:11])[C:8]=1[C:9]#[N:10].[O:18]1[C:22]2([CH2:27][CH2:26][NH:25][CH2:24][CH2:23]2)[O:21][CH2:20][CH2:19]1>>[O:18]1[C:22]2([CH2:27][CH2:26][N:25]([C:3]3[N:4]=[C:5]([CH2:12][C:13]4[CH:17]=[CH:16][S:15][CH:14]=4)[NH:6][C:7](=[O:11])[C:8]=3[C:9]#[N:10])[CH2:24][CH2:23]2)[O:21][CH2:20][CH2:19]1. Yields the product O1CCOC12CCN(CC2)C=2N=C(NC(C2C#N)=O)CC2=CSC=C2 (4-(1,4-Dioxa-8-azaspiro[4.5]dec-8-yl)-6-oxo-2-(3-thienylmethyl)-1,6-dihydropyrimidine-5-carbonitrile). The reactants are CSC=1N=C(NC(C1C#N)=O)CC1=CSC=C1 (4-(methylsulphanyl)-6-oxo-2-(3-thienylmethyl)-1,6-dihydropyrimidine-5-carbonitrile), O1CCOC12CCNCC2 (1,4-dioxa-8-azaspiro[4.5]decane). Procedure: In analogy to the preparation of Example 1, 100 mg (0.38 mmol) of 4-(methylsulphanyl)-6-oxo-2-(3-thienylmethyl)-1,6-dihydropyrimidine-5-carbonitrile are reacted with 544 mg (3.80 mmol) of 1,4-dioxa-8-azaspiro[4.5]decane to give 65 mg (48% of theory) of the title compound. Reactants: O=[N+]([O-])c1cc(F)ccc1F, [K+], [K+], O=C([O-])[O-], CN(C)C=O, CCOC(=O)c1cccc(O)c1. The product is CCOC(=O)c1cccc(Oc2ccc(F)cc2[N+](=O)[O-])c1. RXN SMILES: [F:1][c:2]1[c:3]([N+:9](=[O:10])[O-:11])[cH:4][c:5]([F:8])[cH:6][cH:7]1.[K+:24].[K+:25].[O-:26][C:27]([O-:28])=[O:29].[O:30]=[CH:31][N:32]([CH3:33])[CH3:34].[OH:12][c:13]1[cH:14][c:15]([C:16](=[O:17])[O:18][CH2:19][CH3:20])[cH:21][cH:22][cH:23]1>>[c:2]1([O:12][c:13]2[cH:14][c:15]([C:16](=[O:17])[O:18][CH2:19][CH3:20])[cH:21][cH:22][cH:23]2)[c:3]([N+:9](=[O:10])[O-:11])[cH:4][c:5]([F:8])[cH:6][cH:7]1. The reactants are CCOC(=O)c1cc(CC(F)(F)F)sc1N, Cl[Cu]Cl, CC(C)(C)ON=O. The product is CCOC(=O)c1csc(CC(F)(F)F)c1. Reaction SMILES: [CH2:1]([CH3:2])[O:3][C:4](=[O:5])[c:6]1[c:7]([NH2:16])[s:8][c:9]([CH2:11][C:12]([F:13])([F:14])[F:15])[cH:10]1.[Cl:24][Cu:25][Cl:26].[N:17]([O:18][C:19]([CH3:20])([CH3:21])[CH3:22])=[O:23]>>[CH2:1]([CH3:2])[O:3][C:4](=[O:5])[c:6]1[cH:7][s:8][c:9]([CH2:11][C:12]([F:13])([F:14])[F:15])[cH:10]1.